From a dataset of the Open Reaction Database (ORD), a public repository of structured organic reaction records. describe an organic reaction: reactants, conditions, products, and yield Reaction conditions: time 8 hour. Yield: 52.7%. Product: BrC=1C=C(CN2CC(OCC2)C2=CC=CC=C2)C=CC1 (4-(3-Bromo-benzyl)-2-phenyl-morpholine). Procedure: 1.877 g of 3-Bromobenzyl bromide and 1 g of 2-Phenyl-morpholine in 15 mL of acetonitrile were stirred at room temperature and 2.076 g of potassium carbonate was added. The reaction was stirred at room temperature overnight. The solution was filtered through Celite and concentrated in vacuo to afford a brown solid. Purification by flash chromatography afforded 1.073 g of product. 65% yield ES MS m/z 332 The reactants are BrC=1C=C(CBr)C=CC1 (3-Bromobenzyl bromide), C1(=CC=CC=C1)C1CNCCO1 (2-Phenyl-morpholine), C([O-])([O-])=O.[K+].[K+] (potassium carbonate). As a reaction SMILES: [Br:1][C:2]1[CH:3]=[C:4]([CH:7]=[CH:8][CH:9]=1)[CH2:5]Br.[C:10]1([CH:16]2[O:21][CH2:20][CH2:19][NH:18][CH2:17]2)[CH:15]=[CH:14][CH:13]=[CH:12][CH:11]=1.C(=O)([O-])[O-].[K+].[K+]>C(#N)C>[Br:1][C:2]1[CH:3]=[C:4]([CH:7]=[CH:8][CH:9]=1)[CH2:5][N:18]1[CH2:19][CH2:20][O:21][CH:16]([C:10]2[CH:15]=[CH:14][CH:13]=[CH:12][CH:11]=2)[CH2:17]1 |f:2.3.4|. Run in C(C)#N (acetonitrile). Run in C(C)(=O)OCC (ethyl acetate), O (water), CC(=O)C (acetone). The reactants are C([O-])([O-])=O.[K+].[K+] (potassium carbonate), C(C)NCC (diethylamine), C([O-])([O-])=O.[K+].[K+] (potassium carbonate), C(C)NCC (diethylamine), C([O-])(O)=O.[Na+] (sodium bicarbonate), C([O-])([O-])=O.[K+].[K+] (Potassium carbonate), C(C)NCC (diethylamine), C(C1=CC=CC=C1)OC1=C(C(=O)NC2=C(C(=O)OC)C=CC(=C2)C2=CC=CC=C2)C=C(C=C1)OCCBr (methyl 2-(2-(benzyloxy)-5-(2-bromoethoxy)benzamido)-4-phenylbenzoate), C([O-])([O-])=O.[K+].[K+] (potassium carbonate), C(C)NCC (diethylamine). Procedure: Potassium carbonate (0.15 g) and diethylamine (0.11 mL) were added to an acetone (2.0 mL) solution of methyl 2-(2-(benzyloxy)-5-(2-bromoethoxy)benzamido)-4-phenylbenzoate (0.20 g), followed by heating to reflux for 4 hour and 30 minutes. The reaction mixture was cooled to room temperature, and then potassium carbonate (0.049 g) and diethylamine (0.037 mL) were added thereto, followed by heating to reflux for 1 hour. The reaction mixture was cooled to room temperature, and then potassium carbonat... The product is C(C1=CC=CC=C1)OC1=C(C(=O)NC2=C(C(=O)OC)C=CC(=C2)C2=CC=CC=C2)C=C(C=C1)OCCN(CC)CC (methyl 2-(2-(benzyloxy)-5-(2-(diethylamino)ethoxy)benzamido)-4-phenylbenzoate). RXN SMILES: C(=O)([O-])[O-].[K+].[K+].[CH2:7]([NH:9][CH2:10][CH3:11])[CH3:8].[CH2:12]([O:19][C:20]1[CH:44]=[CH:43][C:42]([O:45][CH2:46][CH2:47]Br)=[CH:41][C:21]=1[C:22]([NH:24][C:25]1[CH:34]=[C:33]([C:35]2[CH:40]=[CH:39][CH:38]=[CH:37][CH:36]=2)[CH:32]=[CH:31][C:26]=1[C:27]([O:29][CH3:30])=[O:28])=[O:23])[C:13]1[CH:18]=[CH:17][CH:16]=[CH:15][CH:14]=1.C(=O)(O)[O-].[Na+]>C(OCC)(=O)C.O.CC(C)=O>[CH2:12]([O:19][C:20]1[CH:44]=[CH:43][C:42]([O:45][CH2:46][CH2:47][N:9]([CH2:10][CH3:11])[CH2:7][CH3:8])=[CH:41][C:21]=1[C:22]([NH:24][C:25]1[CH:34]=[C:33]([C:35]2[CH:40]=[CH:39][CH:38]=[CH:37][CH:36]=2)[CH:32]=[CH:31][C:26]=1[C:27]([O:29][CH3:30])=[O:28])=[O:23])[C:13]1[CH:18]=[CH:17][CH:16]=[CH:15][CH:14]=1 |f:0.1.2,5.6|. Reactants: BrC=1C=C(C=CC1)N[C@H](CC)C1=CC(=C(C=C1)Cl)C ((3-Bromo-phenyl)-[(R)-1-(4-chloro-3-methyl-phenyl)-propyl]-amine), [Li]C(C)(C)C (tBuLi), CN(C)C=O (DMF). The solvent is CCOCC (Et2O). Conditions: temperature -78 celsius, time 40 minute. Product: ClC1=C(C=C(C=C1)[C@@H](CC)NC=1C=C(C=O)C=CC1)C (3-[(R)-1-(4-Chloro-3-methyl-phenyl)-propylamino]-benzaldehyde). RXN SMILES: Br[C:2]1[CH:3]=[C:4]([NH:8][C@@H:9]([C:12]2[CH:17]=[CH:16][C:15]([Cl:18])=[C:14]([CH3:19])[CH:13]=2)[CH2:10][CH3:11])[CH:5]=[CH:6][CH:7]=1.[Li]C(C)(C)C.CN([CH:28]=[O:29])C>CCOCC>[Cl:18][C:15]1[CH:16]=[CH:17][C:12]([C@H:9]([NH:8][C:4]2[CH:3]=[C:2]([CH:7]=[CH:6][CH:5]=2)[CH:28]=[O:29])[CH2:10][CH3:11])=[CH:13][C:14]=1[CH3:19]. Reported procedure: To a solution of INT 6 (5.00 g, 14.8 mmol) in Et2O (148 mL) at −78° C. was added tBuLi (1.7 M in pentane, 34.7 mL, 59.0 mmol) dropwise. The mixture was stirred at −78° C. for 40 minutes and DMF (2.5 mL) was added. The reaction mixture was stirred at −78° C. for an additional 30 minutes. The mixture was quenched with saturated aqueous NH4Cl and extracted with Et2O (2×). The combined organic layers were washed with brine, dried over MgSO4, filtered and concentrated. The residue was purified by chr... The reactants are CSC1=NC(=CC(=N1)Cl)Cl (2-methylthio-4,6-dichloropyrimidine), CNC (dimethylammonia). Solvent: O1CCOCC1 (dioxane), O (water). Product: CSC1=NC(=CC(=N1)Cl)N(C)C (2-methylthio-4-chloro-6-(N,N-dimethylamino)-pyrimidine). The yield is 97.9%. RXN SMILES: [CH3:1][S:2][C:3]1[N:8]=[C:7](Cl)[CH:6]=[C:5]([Cl:10])[N:4]=1.[CH3:11][NH:12][CH3:13]>O1CCOCC1.O>[CH3:1][S:2][C:3]1[N:4]=[C:5]([Cl:10])[CH:6]=[C:7]([N:12]([CH3:13])[CH3:11])[N:8]=1. Procedure details: To a solution of 46 g 2-methylthio-4,6-dichloropyrimidine in 250 ml dioxane, were added at room temperature and over a period of 10 minutes, 65.6 ml of 40% dimethylammonia-solution in water and the mixture was stirred for one hour. The solvent was evaporated and the residue purified on silica gel with toluene as eluent to give 57.0 g (97.9%) of 2-methylthio-4-chloro-6-(N,N-dimethylamino)-pyrimidine of m.p. 102° C. Reactants: BrCC=1C=CC(=NC1)C1=C(C#N)C=CC=C1 (2-[5-(bromomethyl)pyridin-2-yl]benzonitrile), O=C(CC(=O)OC)CCC (methyl 3-oxohexanoate), C(C)(C)N(CC)C(C)C (diisopropylethylamine), O.[Br-].[Li+] (lithium bromide monohydrate). Run in O1CCCC1 (tetrahydrofuran), O (water). Yields the product C(#N)C1=C(C=CC=C1)C1=CC=C(C=N1)CC(C(=O)OC)C(CCC)=O (methyl 2-{[6-(2-cyanophenyl)pyridin-3-yl]methyl}-3-oxohexanoate). Isolated yield 91.5%. RXN SMILES: Br[CH2:2][C:3]1[CH:4]=[CH:5][C:6]([C:9]2[CH:16]=[CH:15][CH:14]=[CH:13][C:10]=2[C:11]#[N:12])=[N:7][CH:8]=1.[O:17]=[C:18]([CH2:24][CH2:25][CH3:26])[CH2:19][C:20]([O:22][CH3:23])=[O:21].C(N(C(C)C)CC)(C)C.O.[Br-].[Li+]>O.O1CCCC1>[C:11]([C:10]1[CH:13]=[CH:14][CH:15]=[CH:16][C:9]=1[C:6]1[N:7]=[CH:8][C:3]([CH2:2][CH:19]([C:18](=[O:17])[CH2:24][CH2:25][CH3:26])[C:20]([O:22][CH3:23])=[O:21])=[CH:4][CH:5]=1)#[N:12] |f:3.4.5|. Procedure details: Process 1: Under argon atmosphere, tetrahydrofuran (20 mL) mixture containing 2-[5-(bromomethyl)pyridin-2-yl]benzonitrile (1.1 g, 3.9 mmol), methyl 3-oxohexanoate (0.68 g, 4.7 mmol), diisopropylethylamine (1.0 g, 7.8 mmol), and lithium bromide monohydrate (0.49 g, 4.7 mmol) was refluxed under heating for 18 hours. The reaction mixture was added water and extracted three times with chloroform. The organic layer was combined, washed with water and brine, dried over anhydrous sodium sulfate, and co...